This data is from the Open Reaction Database (ORD), a public repository of structured organic reaction records. The task is: describe an organic reaction: reactants, conditions, products, and yield Reactants: C(=O)N (Formamide), C[O-].[Na+] (sodium methoxide), solution, C(C)OC(CC1=CC(=NC=C1Cl)N1CCN(CC1)C)=O ([5-Chloro-2-(4-methyl-piperazin-1-yl)-pyridin-4-yl]-acetic acid ethyl ester), C[O-].[Na+] (sodium methoxide), [O-]S(=O)(=O)[O-].[Na+].[Na+] (Na2SO4). Run in C(Cl)Cl (CH2Cl2), O (Water), CO (MeOH), CN(C)C=O (DMF). Conditions: temperature 105 celsius, time 20 minute. Product: ClC=1C(=CC(=NC1)N1CCN(CC1)C)CC(=O)N (2-[5-Chloro-2-(4-methyl-piperazin-1-yl)-pyridin-4-yl]-acetamide). Reaction SMILES: C([O:3][C:4](=O)[CH2:5][C:6]1[C:11]([Cl:12])=[CH:10][N:9]=[C:8]([N:13]2[CH2:18][CH2:17][N:16]([CH3:19])[CH2:15][CH2:14]2)[CH:7]=1)C.C([NH2:23])=O.C[O-].[Na+].[O-]S([O-])(=O)=O.[Na+].[Na+]>CN(C=O)C.CO.C(Cl)Cl.O>[Cl:12][C:11]1[C:6]([CH2:5][C:4]([NH2:23])=[O:3])=[CH:7][C:8]([N:13]2[CH2:18][CH2:17][N:16]([CH3:19])[CH2:15][CH2:14]2)=[N:9][CH:10]=1 |f:2.3,4.5.6|. Reported procedure: [5-Chloro-2-(4-methyl-piperazin-1-yl)-pyridin-4-yl]-acetic acid ethyl ester (385 mg, 1.29 mmol) is dissolved under an atmosphere of argon in dry DMF (4 ml). Formamide (195 mg, 4.33 mmol) is added, and the mixture is heated to 105° C. At this temperature, sodium methoxide (5.4 M in MeOH, 0.24 ml, 1.29 mmol) is added dropwise. After 20 minutes, TLC analysis indicated incomplete conversion, thus another addition of sodium methoxide (0.08 ml of a 5.4 M solution in MeOH) is done. After a further 10 m... Reactants: FC1=NC=CC=C1C=1C=C2C(=CC1)OC=1C=NC(=CC1C21N=C(OC1)N)N(C)C (7-(2-fluoropyridin-3-yl)-N3,N3-dimethyl-5′H-spiro[chromeno[2,3-c]pyridine-5,4′-oxazole]-2′,3-diamine), N (ammonia), CC(C)O (iPrOH), II (iodine). Reagents/catalysts: [Ag]OC#N (Silver cyanate). The solvent is C1CCOC1 (THF), C1CCOC1 (THF). Reaction conditions: temperature 0 celsius, time 2 hour. The product is FC=1C(=NC=CC1)C=1C=C2C(=CC1)OC=1C=NC(=CC1C21N=C(OC1)N)N(C)C (7-(3-fluoropyridin-2-yl)-N3,N3-dimethyl-5′H-spiro[chromeno[2,3-c]pyridine-5,4′-oxazole]-2′,3-diamine). Reaction SMILES: II.[F:3][C:4]1[C:9]([C:10]2[CH:11]=[C:12]3[C:23]4([CH2:27][O:26][C:25]([NH2:28])=[N:24]4)[C:22]4[CH:21]=[C:20]([N:29]([CH3:31])[CH3:30])[N:19]=[CH:18][C:17]=4[O:16][C:13]3=[CH:14][CH:15]=2)=CC=CN=1.[NH3:32].[CH3:33][CH:34](O)[CH3:35]>C1COCC1.[Ag]OC#N>[F:3][C:4]1[C:9]([C:10]2[CH:11]=[C:12]3[C:23]4([CH2:27][O:26][C:25]([NH2:28])=[N:24]4)[C:22]4[CH:21]=[C:20]([N:29]([CH3:31])[CH3:30])[N:19]=[CH:18][C:17]=4[O:16][C:13]3=[CH:14][CH:15]=2)=[N:32][CH:33]=[CH:34][CH:35]=1. Reported procedure: Silver cyanate (0.15 g, 0.98 mmol) was added in one portion to a solution of iodine (0.091 g, 0.36 mmol) in THF (2 mL) at −15° C. and the mixture was stirred 1 hour before 7-(2-fluoropyridin-3-yl)-N3,N3-dimethyl-5′H-spiro[chromeno[2,3-c]pyridine-5,4′-oxazole]-2′,3-diamine as a stock solution in THF (2 mL) was added dropwise and the solution was stirred minutes at 0° C. for 2 h. The reaction was filtered through a pad of celite with THF and then 2 M ammonia in iPrOH (1 mL, 2.0 mmol) was added and...